Dataset: the Open Reaction Database (ORD), a public repository of structured organic reaction records. Task: describe an organic reaction: reactants, conditions, products, and yield As a reaction SMILES: [Br:17][CH2:18][CH2:19][O:20][CH2:21][CH2:22][O:23][CH2:24][CH3:25].[C:11](=[O:12])([O-:13])[O-:14].[CH3:26][N:27]([CH3:28])[CH:29]=[O:30].[Cl:1][c:2]1[c:3]2[c:4]([n:5][cH:6][n:7]1)[cH:8][cH:9][nH:10]2.[Cs+:15].[Cs+:16].[OH2:31]>>[Cl:1][c:2]1[c:3]2[c:4]([n:5][cH:6][n:7]1)[cH:8][cH:9][n:10]2[CH2:18][CH2:19][O:20][CH2:21][CH2:22][O:23][CH2:24][CH3:25]. The reactants are CCOCCOCCBr, O=C([O-])[O-], CN(C)C=O, Clc1ncnc2cc[nH]c12, [Cs+], [Cs+], O. Yields the product CCOCCOCCn1ccc2ncnc(Cl)c21. Starting materials: ClOC(C)(C)C (tert-butyl hypochlorite), O1CCCC1 (tetrahydrofuran), O1CCN(CC1)CC1=C2C[C@H]3N(C[C@H](C[C@@H]3C=3C=CC=C(N1)C32)N)CCC (2-morpholinomethyl-6-n-propyl-8alpha-ergolinylamine), Cl (hydrochloric acid), O1CCCC1 (tetrahydrofuran), N (ammonia). Run in C(C)N(CC)CC (triethylamine). Run at temperature -40 celsius, time 30 minute. Product: C(CC)N1C[C@H](C[C@@H]2C=3C=CC=C4NC(=C(C[C@@H]12)C34)C=C)NC=O (N-(6-n-Propyl-2-vinyl-8alpha-ergolinyl)-formamide). Yield: 35.0%. RXN SMILES: O1CCN([CH2:7][C:8]2[NH:22][C:21]3[C:23]4[C:9]=2[CH2:10][C@@H:11]2[C@@H:16]([C:17]=4[CH:18]=[CH:19][CH:20]=3)[CH2:15][C@H:14]([NH2:24])[CH2:13][N:12]2[CH2:25][CH2:26][CH3:27])CC1.Cl[O:29][C:30](C)(C)C.N.Cl.O1CCC[CH2:37]1>C(N(CC)CC)C>[CH2:25]([N:12]1[C@H:11]2[C@@H:16]([C:17]3[CH:18]=[CH:19][CH:20]=[C:21]4[C:23]=3[C:9]([CH2:10]2)=[C:8]([CH:7]=[CH2:37])[NH:22]4)[CH2:15][C@H:14]([NH:24][CH:30]=[O:29])[CH2:13]1)[CH2:26][CH3:27]. Procedure details: 1.1 g of 2-morpholinomethyl-6-n-propyl-8alpha-ergolinylamine (3 mmol) is formylated as described in example 4, then dissolved in 50 ml of tetrahydrofuran and 1 ml of triethylamine, cooled to -40° C. and mixed with a solution of 0.5 ml of tert-butyl hypochlorite in 10 ml of tetrahydrofuran. After 30 minutes stirring, the batch is poured on ice, made alkaline with ammonia and extracted with dichloromethane. The organic phases are dried and concentrated by evaporation. The residue is dissolved in 4... The reactants are CCCN(c1cc(COCC(C)(Cc2ccccc2)NC(=O)OC(C)(C)C)cc(C(=O)O)c1)S(C)(=O)=O, CCOC(C)=O, Cl. The product is CCCN(c1cc(COCC(C)(N)Cc2ccccc2)cc(C(=O)O)c1)S(C)(=O)=O. As a reaction SMILES: [C:1]([O:2][C:3](=[O:4])[NH:8][C:9]([CH2:10][O:11][CH2:12][c:13]1[cH:14][c:15]([C:16](=[O:17])[OH:18])[cH:19][c:20]([N:22]([CH2:23][CH2:24][CH3:25])[S:26](=[O:27])(=[O:28])[CH3:29])[cH:21]1)([CH2:30][c:31]1[cH:32][cH:33][cH:34][cH:35][cH:36]1)[CH3:37])([CH3:5])([CH3:6])[CH3:7].[CH3:38][CH2:39][O:40][C:41]([CH3:42])=[O:43].[ClH:44]>>[NH2:8][C:9]([CH2:10][O:11][CH2:12][c:13]1[cH:14][c:15]([C:16](=[O:17])[OH:18])[cH:19][c:20]([N:22]([CH2:23][CH2:24][CH3:25])[S:26](=[O:27])(=[O:28])[CH3:29])[cH:21]1)([CH2:30][c:31]1[cH:32][cH:33][cH:34][cH:35][cH:36]1)[CH3:37]. Product: COC(CC1=COC2=C1C=CC=C2)=O (Benzofuran-3-yl-acetic acid methyl ester). Run at time 5 hour. Procedure details: A solution of 3-coumaranone (5.0 g, 37 mmol) and methyl(triphenylphosphoranylideneacetate) (13.5 g, 40 mmol) in toluene (70 mL) was heated to reflux for 25 hours. More toluene was added (50 mL), and after a further 5 hours, more methyl(triphenylphosphoranylideneacetate) (0.5 g, 1.5 mmol). After another 19 hours, a further 1.0 g (3.0 mmol) was added, and after a further 21 hours, the solvent was removed in vacuo. Column chromatography (heptane:ethyl acetate 4:1) gave the product as a brown oil, 3... The reactants are O1CC(C2=CC=CC=C12)=O (3-coumaranone), COC(C=P(C1=CC=CC=C1)(C1=CC=CC=C1)C1=CC=CC=C1)=O (methyl(triphenylphosphoranylideneacetate)), COC(C=P(C1=CC=CC=C1)(C1=CC=CC=C1)C1=CC=CC=C1)=O (methyl(triphenylphosphoranylideneacetate)). Reaction SMILES: [O:1]1[C:9]2[C:4](=[CH:5][CH:6]=[CH:7][CH:8]=2)[C:3](=O)[CH2:2]1.[CH3:11][O:12][C:13](=[O:34])[CH:14]=P(C1C=CC=CC=1)(C1C=CC=CC=1)C1C=CC=CC=1>C1(C)C=CC=CC=1>[CH3:11][O:12][C:13](=[O:34])[CH2:14][C:3]1[C:4]2[CH:5]=[CH:6][CH:7]=[CH:8][C:9]=2[O:1][CH:2]=1. The solvent is C1(=CC=CC=C1)C (toluene), C1(=CC=CC=C1)C (toluene). The reactants are CCOCC, O=c1n(Cl)c(=O)n(Cl)c(=O)n1Cl, ClCCl, CC(C)(C)OC(=O)c1ccccc1-c1ccc(CCCO)cc1. Product: CC(C)(C)OC(=O)c1ccccc1-c1ccc(CCC=O)cc1. Reaction SMILES: [CH3:39][CH2:40][O:41][CH2:42][CH3:43].[Cl:24][n:25]1[c:26](=[O:27])[n:28]([Cl:29])[c:30](=[O:31])[n:32]([Cl:33])[c:34]1=[O:35].[Cl:36][CH2:37][Cl:38].[OH:1][CH2:2][CH2:3][CH2:4][c:5]1[cH:6][cH:7][c:8](-[c:11]2[c:12]([C:17](=[O:18])[O:19][C:20]([CH3:21])([CH3:22])[CH3:23])[cH:13][cH:14][cH:15][cH:16]2)[cH:9][cH:10]1>>[O:1]=[CH:2][CH2:3][CH2:4][c:5]1[cH:6][cH:7][c:8](-[c:11]2[c:12]([C:17](=[O:18])[O:19][C:20]([CH3:21])([CH3:22])[CH3:23])[cH:13][cH:14][cH:15][cH:16]2)[cH:9][cH:10]1. The reactants are C1(=CC=CC=C1)B(O)O (phenylboronic acid), ClC1=NN=C(C2=C(C=CC(=C12)F)F)NC1=CC=C(C=C1)OC1=NC=CC=C1C1=NC(=NC=C1)NC (4-chloro-5,8-difluoro-N-(4-(3-(2-(methylamino)pyrimidin-4-yl)pyridin-2-yloxy)phenyl)phthalazin-1-amine), O1CCOCC1 (dioxane), C([O-])([O-])=O.[Na+].[Na+] (sodium carbonate). The reagents and catalysts are C1=CC=C(C=C1)P([C-]2C=CC=C2)C3=CC=CC=C3.C1=CC=C(C=C1)P([C-]2C=CC=C2)C3=CC=CC=C3.Cl[Pd]Cl.[Fe+2] (1,1′-bis(diphenylphosphino)ferrocene-palladium dichloride). Run in CCOC(=O)C (EtOAc), O (water). Conditions: temperature 85 celsius. Product: FC1=C2C(=NN=C(C2=C(C=C1)F)NC1=CC=C(C=C1)OC1=NC=CC=C1C1=NC(=NC=C1)NC)C1=CC=CC=C1 (5,8-difluoro-N-(4-(3-(2-(methylamino)pyrimidin-4-yl)pyridin-2-yloxy)phenyl)-4-phenylphthalazin-1-amine). RXN SMILES: [C:1]1(B(O)O)[CH:6]=[CH:5][CH:4]=[CH:3][CH:2]=1.Cl[C:11]1[C:20]2[C:15](=[C:16]([F:22])[CH:17]=[CH:18][C:19]=2[F:21])[C:14]([NH:23][C:24]2[CH:29]=[CH:28][C:27]([O:30][C:31]3[C:36]([C:37]4[CH:42]=[CH:41][N:40]=[C:39]([NH:43][CH3:44])[N:38]=4)=[CH:35][CH:34]=[CH:33][N:32]=3)=[CH:26][CH:25]=2)=[N:13][N:12]=1.O1CCOCC1.C(=O)([O-])[O-].[Na+].[Na+]>CCOC(C)=O.O.C1C=CC(P(C2C=CC=CC=2)[C-]2C=CC=C2)=CC=1.C1C=CC(P(C2C=CC=CC=2)[C-]2C=CC=C2)=CC=1.Cl[Pd]Cl.[Fe+2]>[F:21][C:19]1[CH:18]=[CH:17][C:16]([F:22])=[C:15]2[C:20]=1[C:11]([C:1]1[CH:6]=[CH:5][CH:4]=[CH:3][CH:2]=1)=[N:12][N:13]=[C:14]2[NH:23][C:24]1[CH:25]=[CH:26][C:27]([O:30][C:31]2[C:36]([C:37]3[CH:42]=[CH:41][N:40]=[C:39]([NH:43][CH3:44])[N:38]=3)=[CH:35][CH:34]=[CH:33][N:32]=2)=[CH:28][CH:29]=1 |f:3.4.5,8.9.10.11|. Procedure: To phenylboronic acid (0.030 g, 0.24 mmol), 1,1′-bis(diphenylphosphino)ferrocene-palladium dichloride (0.0060 g, 0.0081 mmol) and 4-chloro-5,8-difluoro-N-(4-(3-(2-(methylamino)pyrimidin-4-yl)pyridin-2-yloxy)phenyl)phthalazin-1-amine (0.080 g, 0.16 mmol) was added dioxane (0.35 mL) and sodium carbonate (2.0 M, aqueous)(0.16 ml, 0.33 mmol). The resulting mixture was heated to 85° C. in a sealed tube for 60 minutes. The reaction was diluted with EtOAc and water, and the layers were separated and th... Reactants: N1C=NC=C1 (imidazole), C(C)(C)(C)[Si](C)(C)Cl (tertbutyldimethylsilyl chloride), FC(C=1C(NC(N([C@H]2C[C@H](O)[C@@H](CO)O2)C1)=O)=O)(F)F (5-trifluoromethyl-2'-deoxyuridine). Solvent: C(Cl)(Cl)Cl.CO (chloroform methanol), CN(C=O)C (N,N-dimethylformamide). Conditions: time 10 hour. The product is [Si](C)(C)(C(C)(C)C)OC[C@@H]1[C@H](C[C@@H](O1)N1C(=O)NC(=O)C(=C1)C(F)(F)F)O (5'-O-tert-butyldimethylsilyl-5-trifluoromethyl-2'-deoxyuridine). The yield is 40.6%. Reaction SMILES: [F:1][C:2]([F:20])([F:19])[C:3]1[C:4](=[O:18])[NH:5][C:6](=[O:17])[N:7]([CH:16]=1)[C@@H:8]1[O:15][C@H:12]([CH2:13][OH:14])[C@@H:10]([OH:11])[CH2:9]1.N1C=CN=C1.[C:26]([Si:30](Cl)([CH3:32])[CH3:31])([CH3:29])([CH3:28])[CH3:27]>CN(C)C=O.C(Cl)(Cl)Cl.CO>[Si:30]([O:14][CH2:13][C@H:12]1[O:15][C@@H:8]([N:7]2[CH:16]=[C:3]([C:2]([F:1])([F:19])[F:20])[C:4](=[O:18])[NH:5][C:6]2=[O:17])[CH2:9][C@@H:10]1[OH:11])([C:26]([CH3:29])([CH3:28])[CH3:27])([CH3:32])[CH3:31] |f:4.5|. Procedure details: A 1.0 g quantity of 5-trifluoromethyl-2'-deoxyuridine (3.6 mmoles) was dissolved in 3 ml of N,N-dimethylformamide. To the solution were added 0.49 g (7.2 mmoles) of imidazole and 0.64 g (4.3 mmoles) of tertbutyldimethylsilyl chloride, and the reaction was conducted at room temperature for 10 hours. The reaction mixture was treated in the same manner as in Example 1 with the exception of using chloroform/methanol (30:1) as an eluent for silica gel column chromatography, giving 0.6 g of the title ... The reactants are CN(C)CC(=O)N1CCc2ccc([N+](=O)[O-])cc21, CO, Cl[Fe](Cl)Cl, NN, O. The product is CN(C)CC(=O)N1CCc2ccc(N)cc21. As a reaction SMILES: [CH3:1][N:2]([CH2:3][C:4](=[O:5])[N:6]1[CH2:7][CH2:8][c:9]2[cH:10][cH:11][c:12]([N+:15]([O-:16])=[O:17])[cH:13][c:14]21)[CH3:18].[CH3:26][OH:27].[Cl:22][Fe:23]([Cl:24])[Cl:25].[NH2:20][NH2:21].[OH2:19]>>[CH3:1][N:2]([CH2:3][C:4](=[O:5])[N:6]1[CH2:7][CH2:8][c:9]2[cH:10][cH:11][c:12]([NH2:15])[cH:13][c:14]21)[CH3:18]. The reactants are C(CCC)[Li] (Butyl lithium), BrC1=C(C(=O)N2CCC(C=C2)=O)C=C(C=C1)OC (1-(2-bromo-5-methoxybenzoyl)-2,3dihydro-4-pyridinone). The solvent is C1CCOC1 (THF). Reaction conditions: time 2 hour. Yields the product COC=1C=C2C(N3C(C2=CC1)CC(CC3)=O)=O ((±)-8 -Methoxy-1,3,4,10b-tetrahydropyrido[2,1-a]isoindole-2,6-dione). Isolated yield 43.2%. RXN SMILES: C([Li])CCC.Br[C:7]1[CH:21]=[CH:20][C:19]([O:22][CH3:23])=[CH:18][C:8]=1[C:9]([N:11]1[CH:16]=[CH:15][C:14](=[O:17])[CH2:13][CH2:12]1)=[O:10]>C1COCC1>[CH3:23][O:22][C:19]1[CH:18]=[C:8]2[C:7](=[CH:21][CH:20]=1)[CH:12]1[CH2:13][C:14](=[O:17])[CH2:15][CH2:16][N:11]1[C:9]2=[O:10]. Procedure: Butyl lithium (3.1 ml, 0.9 M in hexanes, 2.8 mmol) was added dropwise to a solution of 1-(2-bromo-5-methoxybenzoyl)-2,3dihydro-4-pyridinone (0.75 g, 2.4 mmol) in THF (20 ml) at −78° C. After stirring for 2 h, the reaction was quenched with water, extracted with ethyl acetate, the extract dried over magnesium sulphate and evaporated. The residue was purified by flash column chromatography on silica eluting with 50% ethyl acetate in hexane to yield the title compound as a colourless oil (240 mg). ... Reactants: ClC=1C=C(C(=NC1)NC=1C=NC(=CC1)OC)C1=NC(=NC(=N1)C)N(CC1=CC=C(C=C1)OC)CC1=CC=C(C=C1)OC (4-(5-chloro-2-(6-methoxypyridin-3-ylamino)pyridin-3-yl)-N,N-bis(4-methoxybenzyl)-6-methyl-1,3,5-triazin-2-amine), CC1(OB(OC1(C)C)C1=CCN(CC1)C(=O)OC(C)(C)C)C (tert-butyl 4-(4,4,5,5-tetramethyl-1,3,2-dioxaborolan-2-yl)-5,6-dihydropyridine-1(2H)-carboxylate). Product: COC1=CC=C(C=N1)NC1=NC=C(C=C1C1=NC(=NC(=N1)C)N)C=1CCNCC1 (4-(2-(6-Methoxypyridin-3-Ylamino)-5-(1,2,3,6-Tetrahydropyridin-4-yl)Pyridin-3-yl)-6-Methyl-1,3,5-Triazin-2-Amine), solid. The yield is 13.0%. Reaction SMILES: Cl[C:2]1[CH:3]=[C:4]([C:17]2[N:22]=[C:21]([CH3:23])[N:20]=[C:19]([N:24](CC3C=CC(OC)=CC=3)CC3C=CC(OC)=CC=3)[N:18]=2)[C:5]([NH:8][C:9]2[CH:10]=[N:11][C:12]([O:15][CH3:16])=[CH:13][CH:14]=2)=[N:6][CH:7]=1.CC1(C)C(C)(C)OB([C:51]2[CH2:56][CH2:55][N:54](C(OC(C)(C)C)=O)[CH2:53][CH:52]=2)O1>>[CH3:16][O:15][C:12]1[N:11]=[CH:10][C:9]([NH:8][C:5]2[C:4]([C:17]3[N:22]=[C:21]([CH3:23])[N:20]=[C:19]([NH2:24])[N:18]=3)=[CH:3][C:2]([C:51]3[CH2:56][CH2:55][NH:54][CH2:53][CH:52]=3)=[CH:7][N:6]=2)=[CH:14][CH:13]=1. Procedure details: The title compound was prepared in an analogous manner to that described in Example 247 using 4-(5-chloro-2-(6-methoxypyridin-3-ylamino)pyridin-3-yl)-N,N-bis(4-methoxybenzyl)-6-methyl-1,3,5-triazin-2-amine and tert-butyl 4-(4,4,5,5-tetramethyl-1,3,2-dioxaborolan-2-yl)-5,6-dihydropyridine-1(2H)-carboxylate, and was isolated as a bright yellow amorphous solid (13%). m/z (ESI, +ve ion) 391.1 (M+H)+. 1H NMR (400 MHz, d6-DMSO) δ 11.74 (1H, br. s.); 8.81 (1H, br. s.); 8.54 (1H, br. s.); 8.40 (1H, br. ...